The task is: describe an organic reaction: reactants, conditions, products, and yield. This data is from the Open Reaction Database (ORD), a public repository of structured organic reaction records. The reactants are CN(C=O)C (N,N-dimethylformamide), [OH-].[K+] (potassium hydroxide), N1C=CC2=CC=CC=C12 (1H-indole), NOS(=O)(=O)O (hydroxylamine-0-sulfonic acid). Solvent: O (water). The product is NN1C=CC2=CC=CC=C12 (1-aminoindole). Isolated yield 32.0%. RXN SMILES: C[N:2](C)C=O.[OH-].[K+].[NH:8]1[C:16]2[C:11](=[CH:12][CH:13]=[CH:14][CH:15]=2)[CH:10]=[CH:9]1.NOS(O)(=O)=O>O>[NH2:2][N:8]1[C:16]2[C:11](=[CH:12][CH:13]=[CH:14][CH:15]=2)[CH:10]=[CH:9]1 |f:1.2|. Procedure: To 50 ml of N,N-dimethylformamide were added 24.55 g(440 mmol) of potassium hydroxide and 3.201 g(27.3 mmol) of 1H-indole, and 6.15 g (54.4 mmol) of hydroxylamine-0-sulfonic acid was added thereto in small amounts under stirring. After stirring the reaction mixture at room temperature for 1 hour, 50 ml of water was added thereto and it was extracted three times with 100 ml of benzene. The extract was washed with water, dried and concentrated under the reduced pressure. Silica gel column chromato...